From a dataset of the Open Reaction Database (ORD), a public repository of structured organic reaction records. describe an organic reaction: reactants, conditions, products, and yield The reactants are CS(=O)(=O)Cl (Methanesulphonyl chloride), NC1=CC=C(C=C1)C1CCN(CC1)C1=CC=NC=C1 (4-(4-Aminophenyl)-1-(4-pyridyl)piperidine). The solvent is N1=CC=CC=C1 (pyridine). Conditions: time 3 hour. Yields the product N1=CC=C(C=C1)N1CCC(CC1)C1=CC=C(C=C1)NS(=O)(=O)C (N-{4-[1-(4-Pyridyl)piperidin-4-yl]phenyl}methanesulphonamide). RXN SMILES: [CH3:1][S:2](Cl)(=[O:4])=[O:3].[NH2:6][C:7]1[CH:12]=[CH:11][C:10]([CH:13]2[CH2:18][CH2:17][N:16]([C:19]3[CH:24]=[CH:23][N:22]=[CH:21][CH:20]=3)[CH2:15][CH2:14]2)=[CH:9][CH:8]=1>N1C=CC=CC=1>[N:22]1[CH:21]=[CH:20][C:19]([N:16]2[CH2:17][CH2:18][CH:13]([C:10]3[CH:9]=[CH:8][C:7]([NH:6][S:2]([CH3:1])(=[O:4])=[O:3])=[CH:12][CH:11]=3)[CH2:14][CH2:15]2)=[CH:24][CH:23]=1. Reported procedure: Methanesulphonyl chloride (0.076 g) was added dropwise to a stirred solution of the product from part (ii) above (0.152 g) in pyridine (5.0 ml) at 0°. The mixture was stirred at room temperature for 3 hours and then evaporated. The residue was dissolved in water and an excess of solid sodium bicarbonate was added. The solid was filtered off, washed with water, dried and crystallised from methanol/ethyl acetate to give the title compound, (0.065 g), m.p. 269°-271° (with decomp). Starting materials: CC=1NC=CN1 (2-methylimidazole), ClC=1N=C(C2=C(N1)SC(=C2)[N+](=O)[O-])NCC2=CC(=CC=C2)[N+](=O)[O-] (2-chloro-6-nitro-4-(3-nitrobenzylamino)-thieno-[2,3-d]-pyrimidine). The product is CC=1N(C=CN1)C=1N=C(C2=C(N1)SC(=C2)[N+](=O)[O-])NCC2=CC(=CC=C2)[N+](=O)[O-] (2-(2-methylimidazol-1-yl)-6-nitro-4-(3-nitrobenzylamino)-thieno-[2,3-d]-pyrimidine). As a reaction SMILES: [CH3:1][C:2]1[NH:3][CH:4]=[CH:5][N:6]=1.Cl[C:8]1[N:9]=[C:10]([NH:20][CH2:21][C:22]2[CH:27]=[CH:26][CH:25]=[C:24]([N+:28]([O-:30])=[O:29])[CH:23]=2)[C:11]2[CH:16]=[C:15]([N+:17]([O-:19])=[O:18])[S:14][C:12]=2[N:13]=1>>[CH3:1][C:2]1[N:3]([C:8]2[N:9]=[C:10]([NH:20][CH2:21][C:22]3[CH:27]=[CH:26][CH:25]=[C:24]([N+:28]([O-:30])=[O:29])[CH:23]=3)[C:11]3[CH:16]=[C:15]([N+:17]([O-:19])=[O:18])[S:14][C:12]=3[N:13]=2)[CH:4]=[CH:5][N:6]=1. Procedure details: Following the procedure of Example 97, the reaction of 2-methylimidazole with 2-chloro-6-nitro-4-(3-nitrobenzylamino)-thieno-[2,3-d]-pyrimidine gives 2-(2-methylimidazol-1-yl)-6-nitro-4-(3-nitrobenzylamino)-thieno-[2,3-d]-pyrimidine. Reactants: BrC1=CC=CC(=N1)CN1C=C(C(C2=CC=CC=C12)=O)C(C1=CC(=C(C=C1)C)C)=O (1-(6-bromo-pyridin-2-ylmethyl)-3-(3,4-dimethyl-benzoyl)-1H-quinolin-4-one), Cl (hydrochloric acid), C(C)(=O)O (acetic acid). Product: CC=1C=C(C(=O)C2=CN(C3=CC=CC=C3C2=O)CC=2NC(C=CC2)=O)C=CC1C (3-(3,4-Dimethyl-benzoyl)-1-(6-oxo-1,6-dihydro-pyridin-2-ylmethyl)-1H-quinolin-4-one). RXN SMILES: Br[C:2]1[N:7]=[C:6]([CH2:8][N:9]2[C:18]3[C:13](=[CH:14][CH:15]=[CH:16][CH:17]=3)[C:12](=[O:19])[C:11]([C:20](=[O:29])[C:21]3[CH:26]=[CH:25][C:24]([CH3:27])=[C:23]([CH3:28])[CH:22]=3)=[CH:10]2)[CH:5]=[CH:4][CH:3]=1.Cl.C(O)(=[O:33])C>>[CH3:28][C:23]1[CH:22]=[C:21]([CH:26]=[CH:25][C:24]=1[CH3:27])[C:20]([C:11]1[C:12](=[O:19])[C:13]2[C:18](=[CH:17][CH:16]=[CH:15][CH:14]=2)[N:9]([CH2:8][C:6]2[NH:7][C:2](=[O:33])[CH:3]=[CH:4][CH:5]=2)[CH:10]=1)=[O:29]. Procedure details: 182 mg (0.41 mmol) of 1-(6-bromo-pyridin-2-ylmethyl)-3-(3,4-dimethyl-benzoyl)-1H-quinolin-4-one in a solution of 3 mL acetic acid and 3 mL concentrated aqueous hydrochloric acid was heated in a sealed tube at 150° C. for 24 h. Purification on reverse-phase HPLC and free-basing gave 95 mg of a white solid: LC-MSD, m/z for C24H20N2O3 [M+H]+=385.1; HPLC retention time: 0.4 min. Starting materials: COC(=O)c1ccc2c(c1)c(C#N)cn2Cc1ccc2oc(-c3nc(C(C)(C)C)cs3)cc2c1, CO, Cl, [Na+], [OH-], O. The product is CC(C)(C)c1csc(-c2cc3cc(Cn4cc(C#N)c5cc(C(=O)O)ccc54)ccc3o2)n1. As a reaction SMILES: [C:1]([CH3:2])([CH3:3])([CH3:4])[c:5]1[n:6][c:7](-[c:10]2[o:11][c:12]3[c:13]([cH:14]2)[cH:15][c:16]([CH2:19][n:20]2[cH:21][c:22]([C:33]#[N:34])[c:23]4[cH:24][c:25]([C:29](=[O:30])[O:31][CH3:32])[cH:26][cH:27][c:28]24)[cH:17][cH:18]3)[s:8][cH:9]1.[CH3:39][OH:40].[ClH:38].[Na+:36].[OH-:35].[OH2:37]>>[C:1]([CH3:2])([CH3:3])([CH3:4])[c:5]1[n:6][c:7](-[c:10]2[o:11][c:12]3[c:13]([cH:14]2)[cH:15][c:16]([CH2:19][n:20]2[cH:21][c:22]([C:33]#[N:34])[c:23]4[cH:24][c:25]([C:29](=[O:30])[OH:31])[cH:26][cH:27][c:28]24)[cH:17][cH:18]3)[s:8][cH:9]1. Reactants: COC(C(C)(NC(=O)C1=C(C2=CC=CC=C2C=C1)OCC=1C=NC(=CC1)OCC(F)(F)F)C)=O (2-methyl-2-({1-[6-(2,2,2-trifluoro-ethoxy)-pyridin-3-ylmethoxy]-naphthalene-2-carbonyl}-amino)-propionic acid methyl ester), [OH-].[Na+] (sodium hydroxide), Cl (HCl), O (water). Solvent: C1CCOC1 (THF), CO (methanol). Reaction conditions: time 1 hour. Yields the product CC(C(=O)O)(C)NC(=O)C1=C(C2=CC=CC=C2C=C1)OCC=1C=NC(=CC1)OCC(F)(F)F (2-methyl-2-({1-[6-(2,2,2-trifluoro-ethoxy)-pyridin-3-ylmethoxy]-naphthalene-2-carbonyl}-amino)-propionic acid). Yield: 35.7%. RXN SMILES: C[O:2][C:3](=[O:34])[C:4]([CH3:33])([NH:6][C:7]([C:9]1[CH:18]=[CH:17][C:16]2[C:11](=[CH:12][CH:13]=[CH:14][CH:15]=2)[C:10]=1[O:19][CH2:20][C:21]1[CH:22]=[N:23][C:24]([O:27][CH2:28][C:29]([F:32])([F:31])[F:30])=[CH:25][CH:26]=1)=[O:8])[CH3:5].[OH-].[Na+].O.Cl>C1COCC1.CO>[CH3:33][C:4]([NH:6][C:7]([C:9]1[CH:18]=[CH:17][C:16]2[C:11](=[CH:12][CH:13]=[CH:14][CH:15]=2)[C:10]=1[O:19][CH2:20][C:21]1[CH:22]=[N:23][C:24]([O:27][CH2:28][C:29]([F:31])([F:32])[F:30])=[CH:25][CH:26]=1)=[O:8])([CH3:5])[C:3]([OH:34])=[O:2] |f:1.2|. Reported procedure: To 124 mg 2-methyl-2-({1-[6-(2,2,2-trifluoro-ethoxy)-pyridin-3-ylmethoxy]-naphthalene-2-carbonyl}-amino)-propionic acid methyl ester in 4 mL THF and 1 mL methanol was added 1.3 mL of 1M aqueous sodium hydroxide solution. After stirring at room temperature for 1 h the mixture was poured into cold water, acidified to pH 2 with 2 M HCl and extracted with ethyl acetate three times. The combined organic layers were dried over magnesium sulphate, filtrated and concentrated to provide a yellow oil, whi... Reaction SMILES: [CH:1]1([CH2:6][C:7]([N:9]2[CH2:15][CH2:14][CH2:13][NH:12][CH2:11][CH2:10]2)=[O:8])[CH2:5][CH2:4][CH2:3][CH2:2]1.[CH:16]([C:19]1[CH:24]=[CH:23][C:22]([N:25]=[C:26]=[S:27])=[CH:21][CH:20]=1)([CH3:18])[CH3:17].CO>C1COCC1>[CH:16]([C:19]1[CH:24]=[CH:23][C:22]([NH:25][C:26]([N:12]2[CH2:13][CH2:14][CH2:15][N:9]([C:7](=[O:8])[CH2:6][CH:1]3[CH2:5][CH2:4][CH2:3][CH2:2]3)[CH2:10][CH2:11]2)=[S:27])=[CH:21][CH:20]=1)([CH3:18])[CH3:17]. Run at time 8 hour. Procedure details: The 1-(2-cyclopentyl-acetyl)-1,4-diazepane (100 mg; 0.475 mmol) and 4-isopropylphenyl isothiocyanate (80 mg; 0.45 mmol) were mixed together at room temperature in 5 mL anhydrous THF. The reaction mixture was left stirring overnight, then 1 mL methanol was added and the solvents were evaporated in vacuo. The crude mixture was purified by flash column chromatography on SiO2 using 0-50% EtOAc in hexanes mixtures as eluent, followed by 1-4% methanol in DCM mixtures. The desired product was isolated ... The solvent is C1CCOC1 (THF). Reactants: C1(CCCC1)CC(=O)N1CCNCCC1 (1-(2-cyclopentyl-acetyl)-1,4-diazepane), C(C)(C)C1=CC=C(C=C1)N=C=S (4-isopropylphenyl isothiocyanate), CO (methanol). Isolated yield 71.0%. The product is C(C)(C)C1=CC=C(C=C1)NC(=S)N1CCN(CCC1)C(CC1CCCC1)=O (4-(2-Cyclopentyl-acetyl)-[1,4]diazepane-1-carbothioic acid (4-isopropyl-phenyl)-amide).